The task is: describe an organic reaction: reactants, conditions, products, and yield. This data is from the Open Reaction Database (ORD), a public repository of structured organic reaction records. Starting materials: C[C@@]1(CN2C(O1)=NC(=C2)[N+](=O)[O-])COC2=CC=C(C=C2)N2CCN(CC2)C(=O)OC(C)(C)C (tert-butyl (R)-4-[4-(2-methyl-6-nitro-2,3-dihydroimidazo[2,1-b]oxazol-2-ylmethoxy)phenyl]piperazine-1-carboxylate), FC(C(=O)O)(F)F (trifluoroacetic acid), FC(OC1=CC=C(C=O)C=C1)(F)F (4-trifluoromethoxybenzaldehyde), C(C)(=O)O[BH-](OC(C)=O)OC(C)=O.[Na+] (sodium triacetoxyborohydride), C(O)([O-])=O.[Na+] (sodium hydrogencarbonate). Run in C(Cl)Cl (methylene chloride), C(Cl)Cl (methylene chloride). Run at time 5 hour. Product: C[C@@]1(CN2C(O1)=NC(=C2)[N+](=O)[O-])COC2=CC=C(C=C2)N2CCN(CC2)CC2=CC=C(C=C2)OC(F)(F)F ((R)-2-methyl-6-nitro-2-{4-[4-(4-trifluoromethoxybenzyl)piperazin-1-yl]phenoxymethyl}-2,3-dihydroimidazo[2,1-b]oxazole). The yield is 63.1%. Reaction SMILES: [CH3:1][C@@:2]1([CH2:13][O:14][C:15]2[CH:20]=[CH:19][C:18]([N:21]3[CH2:26][CH2:25][N:24]([C:27](OC(C)(C)C)=O)[CH2:23][CH2:22]3)=[CH:17][CH:16]=2)[O:6][C:5]2=[N:7][C:8]([N+:10]([O-:12])=[O:11])=[CH:9][N:4]2[CH2:3]1.FC(F)(F)C(O)=O.[F:41][C:42]([F:53])([F:52])[O:43][C:44]1[CH:51]=[CH:50][C:47](C=O)=[CH:46][CH:45]=1.C(O[BH-](OC(=O)C)OC(=O)C)(=O)C.[Na+].C(=O)([O-])O.[Na+]>C(Cl)Cl>[CH3:1][C@@:2]1([CH2:13][O:14][C:15]2[CH:20]=[CH:19][C:18]([N:21]3[CH2:26][CH2:25][N:24]([CH2:27][C:47]4[CH:46]=[CH:45][C:44]([O:43][C:42]([F:41])([F:52])[F:53])=[CH:51][CH:50]=4)[CH2:23][CH2:22]3)=[CH:17][CH:16]=2)[O:6][C:5]2=[N:7][C:8]([N+:10]([O-:12])=[O:11])=[CH:9][N:4]2[CH2:3]1 |f:3.4,5.6|. Reported procedure: Tert-butyl (R)-4-[4-(2-methyl-6-nitro-2,3-dihydroimidazo[2,1-b]oxazol-2-ylmethoxy)phenyl]-piperazine-1-carboxylate prepared in Example 148 (4.22 g, 9.60 mmol) was dissolved in methylene chloride (10 ml). To the solution, trifluoroacetic acid (30 ml) was added followed by stirring at room temperature for 5 hours. The reaction mixture was concentrated under reduced pressure and added methylene chloride (10 ml) and triethylamine (10 ml). The solution was stirred at room temperature for 5 minutes an...